describe an organic reaction: reactants, conditions, products, and yield From a dataset of the Open Reaction Database (ORD), a public repository of structured organic reaction records. Run in CN(C)C=O (DMF). Reaction conditions: time 1 hour. The yield is 32.0%. As a reaction SMILES: [CH3:1][O:2][C:3]([C:5]1[S:6][C:7]([C:11]2[CH:16]=[CH:15][CH:14]=[CH:13][CH:12]=2)=[CH:8][C:9]=1[NH2:10])=[O:4].[CH:17](I)([CH3:19])[CH3:18]>CN(C=O)C>[CH3:1][O:2][C:3]([C:5]1[S:6][C:7]([C:11]2[CH:16]=[CH:15][CH:14]=[CH:13][CH:12]=2)=[CH:8][C:9]=1[NH:10][CH:17]([CH3:19])[CH3:18])=[O:4]. Procedure: A DMF (15 mL) solution of 3-Amino-5-phenyl-thiophene-2-carboxylic acid methyl ester (500 mg, 21.5 mmol) was cooled to 0° C. and then isopropyl iodide (2.57 mL) and Nail (60%, 775 mg, 32.3 mmol) were added under an atmosphere of N2. The ice bath was removed and the reaction mixture was stirred at room temperature for 1 h. The mixture was partitioned between ether and water, the ether layer was separated, dried (Na2SO4) and concentrated. The residue was purified by silica gel column chromatography... Yields the product COC(=O)C=1SC(=CC1NC(C)C)C1=CC=CC=C1 (3-isopropylamino-5-phenyl-thiophene-2-carboxylic acid methyl ester). The reactants are COC(=O)C=1SC(=CC1N)C1=CC=CC=C1 (3-Amino-5-phenyl-thiophene-2-carboxylic acid methyl ester), C(C)(C)I (isopropyl iodide). Reactants: CI, CN(C)C=O, OCc1nc2cc(Cl)cnc2[nH]1, [H-], [Na+]. Yields the product Cn1c(CO)nc2cc(Cl)cnc21. RXN SMILES: [CH3:15][I:16].[CH3:17][N:18]([CH3:19])[CH:20]=[O:21].[Cl:1][c:2]1[cH:3][c:4]2[c:5]([n:6][cH:7]1)[nH:8][c:9]([CH2:11][OH:12])[n:10]2.[H-:13].[Na+:14]>>[Cl:1][c:2]1[cH:3][c:4]2[c:5]([n:6][cH:7]1)[n:8]([CH3:15])[c:9]([CH2:11][OH:12])[n:10]2. Solvent: O (water), S(O)(O)(=O)=O (sulfuric acid). As a reaction SMILES: [S:1]([C:5]1[CH:10]=[C:9]([Cl:11])[C:8]([CH3:12])=[CH:7][C:6]=1[OH:13])([OH:4])(=[O:3])=[O:2].[Cl:14]Cl>O.S(=O)(=O)(O)O>[S:1]([C:5]1[CH:10]=[C:9]([Cl:11])[C:8]([CH3:12])=[C:7]([Cl:14])[C:6]=1[OH:13])([OH:4])(=[O:2])=[O:3]. Reported procedure: 2-NITRO-4,6-DICHLORO-5-METHYLPHENOL IS PREPARED BY THE SULFONATION OF 4-CHLORO-5-METHYLPHENOL TO FORM 2-SULFO-4-CHLORO-5-METHYLPHENOL WHICH IS CHLORINATED TO 2-SULFO-4,6-DICHLORO-5-METHYLPHENOL WHICH IS IN TURN REACTED WITH NITRIC ACID TO FORM THE DESIRED PRODUCT. The sulfonation is carried out with concentrated sulfuric acid at elevated temperatures to form 2-sulfo-4-chloro-5-methylphenol. Thereafter the reaction mixture is diluted with water to a sulfuric acid content of 20-30%. The resulting ... The product is S(=O)(=O)(O)C1=C(C(=C(C(=C1)Cl)C)Cl)O (2-sulfo-4,6-dichloro-5-methylphenol). The reactants are S(=O)(=O)(O)C1=C(C=C(C(=C1)Cl)C)O (2-sulfo-4-chloro-5-methylphenol), ClCl (chlorine). Product: CC(=O)c1[nH]c(-c2ccc(O)cc2)nc1C. Reaction SMILES: [BrH:22].[C:1]([CH3:2])(=[O:3])[c:4]1[c:5]([CH3:17])[n:6][c:7](-[c:9]2[cH:10][cH:11][c:12]([O:15][CH3:16])[cH:13][cH:14]2)[nH:8]1.[CH3:18][C:19](=[O:20])[OH:21].[Na+:27].[O-:23][C:24]([OH:25])=[O:26].[OH2:28]>>[C:1]([CH3:2])(=[O:3])[c:4]1[c:5]([CH3:17])[n:6][c:7](-[c:9]2[cH:10][cH:11][c:12]([OH:15])[cH:13][cH:14]2)[nH:8]1. Reactants: Br, COc1ccc(-c2nc(C)c(C(C)=O)[nH]2)cc1, CC(=O)O, [Na+], O=C([O-])O, O. Reactants: CC(C)CBr, O=C([O-])[O-], CN(C)C=O, [K+], [K+], O=C1N(Cc2nc(-c3ccc(O)cc3)no2)CCCC1(c1ccccc1)c1ccccc1. Yields the product CC(C)COc1ccc(-c2noc(CN3CCCC(c4ccccc4)(c4ccccc4)C3=O)n2)cc1. Reaction SMILES: [Br:39][CH2:40][CH:41]([CH3:42])[CH3:43].[C:33](=[O:34])([O-:35])[O-:36].[CH3:44][N:45]([CH3:46])[CH:47]=[O:48].[K+:37].[K+:38].[OH:1][c:2]1[cH:3][cH:4][c:5](-[c:8]2[n:9][o:10][c:11]([CH2:13][N:14]3[C:15](=[O:32])[C:16]([c:20]4[cH:21][cH:22][cH:23][cH:24][cH:25]4)([c:26]4[cH:27][cH:28][cH:29][cH:30][cH:31]4)[CH2:17][CH2:18][CH2:19]3)[n:12]2)[cH:6][cH:7]1>>[O:1]([c:2]1[cH:3][cH:4][c:5](-[c:8]2[n:9][o:10][c:11]([CH2:13][N:14]3[C:15](=[O:32])[C:16]([c:20]4[cH:21][cH:22][cH:23][cH:24][cH:25]4)([c:26]4[cH:27][cH:28][cH:29][cH:30][cH:31]4)[CH2:17][CH2:18][CH2:19]3)[n:12]2)[cH:6][cH:7]1)[CH2:40][CH:41]([CH3:42])[CH3:43]. The reactants are S(=O)(Cl)Cl (Thionyl chloride), COC1=C(CO)C=CC=C1OC (2,3-dimethoxybenzyl alcohol), N1=C(C=CC=C1C)C (2,6-lutidine), C(Cl)Cl (methylene chloride). Reaction conditions: time 30 minute. Yields the product COC=1C=C(CCl)C=CC1OC (3,4-dimethoxybenzyl chloride). RXN SMILES: S(Cl)(Cl)=O.[CH3:5][O:6][C:7]1[C:14]([O:15][CH3:16])=[CH:13][CH:12]=[CH:11][C:8]=1CO.N1C(C)=CC=CC=1C.[CH2:25](Cl)[Cl:26]>>[CH3:16][O:15][C:14]1[CH:13]=[C:12]([CH:11]=[CH:8][C:7]=1[O:6][CH3:5])[CH2:25][Cl:26]. Procedure: Thionyl chloride (288 g) is added over 1.5 hour to a stirred solution of 2,3-dimethoxybenzyl alcohol (400 g) and 2,6-lutidine in methylene chloride (2 l). The reaction mixture is then stirred for 30 minutes after which it is washed with 2 N hydrochloric acid (7×1 l) and then with water. The organic layer is separated, dried (MgSO4) and evaporated to give a residue, which upon distillation yields 3,4-dimethoxybenzyl chloride (375 g), b.p. 145°-150° C. at 20-25 nm (waterpump vacuum). The material ... Starting materials: NC1=C(C=CC(=C1)C(=O)OC)N1CCN(CC1)C(=O)OC(C)(C)C (tert-butyl 4-[2-amino-4-(methoxycarbonyl)phenyl]piperazine-1-carboxylate), O.C1(=CC=C(C=C1)S(=O)(=O)O)C (para-toluenesulfonic acid monohydrate), N(=O)[O-].[Na+] (sodium nitrite), [I-].[K+] (potassium iodide). Run in C(C)#N (acetonitrile), O (water). Reaction conditions: time 8 hour. The product is IC1=C(C=CC(=C1)C(=O)OC)N1CCN(CC1)C(=O)OC(C)(C)C (tert-butyl 4-[2-iodo-4-(methoxycarbonyl)phenyl]piperazine-1-carboxylate). The yield is 43.3%. RXN SMILES: N[C:2]1[CH:7]=[C:6]([C:8]([O:10][CH3:11])=[O:9])[CH:5]=[CH:4][C:3]=1[N:12]1[CH2:17][CH2:16][N:15]([C:18]([O:20][C:21]([CH3:24])([CH3:23])[CH3:22])=[O:19])[CH2:14][CH2:13]1.O.C1(C)C=CC(S(O)(=O)=O)=CC=1.N([O-])=O.[Na+].[I-:41].[K+]>C(#N)C.O>[I:41][C:2]1[CH:7]=[C:6]([C:8]([O:10][CH3:11])=[O:9])[CH:5]=[CH:4][C:3]=1[N:12]1[CH2:17][CH2:16][N:15]([C:18]([O:20][C:21]([CH3:24])([CH3:23])[CH3:22])=[O:19])[CH2:14][CH2:13]1 |f:1.2,3.4,5.6|. Procedure: To a solution of tert-butyl 4-[2-amino-4-(methoxycarbonyl)phenyl]piperazine-1-carboxylate (231 mg, 0.657 mmol) in acetonitrile (6.6 mL), para-toluenesulfonic acid monohydrate (375 mg, 1.97 mmol) was added under ice-cold conditions, and then added a mixed solution of sodium nitrite (91 mg, 1.31 mmol) and potassium iodide (273 mg, 1.64 mmol) under ice-cold conditions, and the mixture was stirred at room temperature overnight. The reaction solution was added water and an aqueous solution of sodium ...